Dataset: the Open Reaction Database (ORD), a public repository of structured organic reaction records. Task: describe an organic reaction: reactants, conditions, products, and yield Reactants: C(#N)C1=CC=C(C=C1)N=C=S (4-cyanophenyl isothiocyanate), N#CN.[Na] (monosodium cyanamide), C(C)O (ethanol). Conditions: time 2 hour. Yields the product C(#N)C1=CC=C(C=C1)NC(SC)=NC#N (N-(4-cyanophenyl)-N'-cyano-S-methylisothiourea). Yield: 70.0%. RXN SMILES: [C:1]([C:3]1[CH:8]=[CH:7][C:6]([N:9]=[C:10]=[S:11])=[CH:5][CH:4]=1)#[N:2].[N:12]#[C:13][NH2:14].[Na].[CH2:16](O)C>>[C:1]([C:3]1[CH:4]=[CH:5][C:6]([NH:9][C:10](=[N:12][C:13]#[N:14])[S:11][CH3:16])=[CH:7][CH:8]=1)#[N:2] |f:1.2,^1:14|. Reported procedure: A mixture of 32 g (0.2 mole) of 4-cyanophenyl isothiocyanate and 12.8 g (0.2 mole) of monosodium cyanamide in 100 cm3 of absolute ethanol is kept at the boiling point for 2 hours. After cooling, the resulting precipitate is filtered and washed with 200 cm3 of absolute ethanol. The solid is then suspended in a solution of dimethyl sulfate (25 g, that is, 0.2 mole) in 500 cm3 of ethanol; the mixture is heated for 2 hours at the boiling temperature. The final precipitate is filtered, washed with 2×... The reactants are O=C(CC#N)C=1C=NC=CC1 (3-oxo-3-(pyridin-3-yl)propanenitrile), CNN (methylhydrazine). The solvent is C(C)O (ethanol). Product: CN1N=C(C=C1C=1C=NC=CC1)N (1-methyl-5-(pyridin-3-yl)-1H-pyrazol-3-amine). Isolated yield 6.1%. RXN SMILES: O=[C:2]([C:6]1[CH:7]=[N:8][CH:9]=[CH:10][CH:11]=1)[CH2:3][C:4]#[N:5].[CH3:12][NH:13][NH2:14]>C(O)C>[CH3:12][N:13]1[C:2]([C:6]2[CH:7]=[N:8][CH:9]=[CH:10][CH:11]=2)=[CH:3][C:4]([NH2:5])=[N:14]1. Procedure details: To ethanol (8.53 ml) was added 3-oxo-3-(pyridin-3-yl)propanenitrile (0.82 g, 5.61 mmol) and methylhydrazine (0.25 g, 5.61 mmol) and stirred at reflux for 2 hours. The reaction was cooled to room temperature and concentrated to dryness. The crude material was purified by silica gel chromatography by eluting with 0-20% MeOH/dichloromethane to yield two products—1-methyl-5-(pyridin-3-yl)-1H-pyrazol-3-amine (0.060 g; 6.14%): 1H NMR (300 MHz, CDCl3) δ 8.72 (s, 1H), 8.53 (d, 1H), 7.76-7.63 (m, 1H), 7....